Dataset: the Open Reaction Database (ORD), a public repository of structured organic reaction records. Task: describe an organic reaction: reactants, conditions, products, and yield Conditions: time 16 hour. Reactants: C(C1=CC=CC=C1)N1C[C@@H](N(C[C@H]1C)[C@H](C1=CC=C2CCN(CC2=C1)CC(=O)OC)C1=CC(=CC=C1)OC)C (Methyl 2-[7-[(R)-[(2S, 5R)-4-benzyl-2,5-dimethylpiperazinyl](3-methoxyphenyl)methyl]-3,4-dihydro-2(1H)-isoquinolinyl]acetate), [OH-].[Na+] (sodium hydroxide), Cl (hydrochloric acid). Yields the product C(C1=CC=CC=C1)N1C[C@@H](N(C[C@@H]1C)[C@H](C1=CC=C2CCN(CC2=C1)CC(=O)O)C1=CC(=CC=C1)OC)C (2-[7-[(R)-[(2S,5S)-4-benzyl-2,5-dimethylpiperazinyl](3-methoxyphenyl)methyl]-3,4-dihydro-2(1H)-isoquinolinyl]acetic acid). Isolated yield 78.6%. Run in O1CCOCC1 (dioxan), CO (methanol). As a reaction SMILES: [CH2:1]([N:8]1[C@H:13]([CH3:14])[CH2:12][N:11]([C@@H:15]([C:31]2[CH:36]=[CH:35][CH:34]=[C:33]([O:37][CH3:38])[CH:32]=2)[C:16]2[CH:25]=[C:24]3[C:19]([CH2:20][CH2:21][N:22]([CH2:26][C:27]([O:29]C)=[O:28])[CH2:23]3)=[CH:18][CH:17]=2)[C@@H:10]([CH3:39])[CH2:9]1)[C:2]1[CH:7]=[CH:6][CH:5]=[CH:4][CH:3]=1.[OH-].[Na+].Cl>O1CCOCC1.CO>[CH2:1]([N:8]1[C@@H:13]([CH3:14])[CH2:12][N:11]([C@@H:15]([C:31]2[CH:36]=[CH:35][CH:34]=[C:33]([O:37][CH3:38])[CH:32]=2)[C:16]2[CH:25]=[C:24]3[C:19]([CH2:20][CH2:21][N:22]([CH2:26][C:27]([OH:29])=[O:28])[CH2:23]3)=[CH:18][CH:17]=2)[C@@H:10]([CH3:39])[CH2:9]1)[C:2]1[CH:7]=[CH:6][CH:5]=[CH:4][CH:3]=1 |f:1.2|. Procedure: To a solution of the compound of Example 104 (0.85 g) in dioxan (20 ml) and methanol (10 ml) was added an aqueous solution of sodium hydroxide (2N, 5 ml). After 16 hours, the pH of the reaction was adjusted to pH5 using 1N aqueous hydrochloric acid solution and the solvent removed under reduced pressure. The crude product was purified on silica gel, eluting with a solvent gradient of 90:10:2 to 80:20:3 dichloromethane: methanol:ammonia solution. The fractions containing the product were pooled a... The reactants are CCOC(=O)C1(NS(=O)(=O)c2ccc(OCc3cc(C)nc4ccccc34)cc2)CCNCC1, CC(=O)Cl, ClCCl. Yields the product CCOC(=O)C1(NS(=O)(=O)c2ccc(OCc3cc(C)nc4ccccc34)cc2)CCN(C(C)=O)CC1. As a reaction SMILES: [CH2:1]([CH3:2])[O:3][C:4](=[O:5])[C:6]1([NH:12][S:13](=[O:14])(=[O:15])[c:16]2[cH:17][cH:18][c:19]([O:22][CH2:23][c:24]3[cH:25][c:26]([CH3:34])[n:27][c:28]4[cH:29][cH:30][cH:31][cH:32][c:33]34)[cH:20][cH:21]2)[CH2:7][CH2:8][NH:9][CH2:10][CH2:11]1.[CH3:35][C:36]([Cl:37])=[O:38].[Cl:39][CH2:40][Cl:41]>>[CH2:1]([CH3:2])[O:3][C:4](=[O:5])[C:6]1([NH:12][S:13](=[O:14])(=[O:15])[c:16]2[cH:17][cH:18][c:19]([O:22][CH2:23][c:24]3[cH:25][c:26]([CH3:34])[n:27][c:28]4[cH:29][cH:30][cH:31][cH:32][c:33]34)[cH:20][cH:21]2)[CH2:7][CH2:8][N:9]([C:36]([CH3:35])=[O:38])[CH2:10][CH2:11]1. Reactants: C(#N)C1=C(C(=O)C(=C(C1=O)Cl)Cl)C#N (DDQ), [Br-].ClC1=CC=C(C=C1)C(C[N+]1=CC=C(C=C1)OCC1=NC=CC=C1)=O (1-[2-(4-chlorophenyl)-2-oxoethyl]-4-(pyridin-2-ylmethoxy)pyridinium bromide), CC(C(C#CC1=CC=CC=C1)=O)(C)C (4,4-dimethyl-1-phenylpent-1-yn-3-one), TEA. The solvent is CN(C)C=O (DMF). Reaction conditions: temperature 70 celsius, time 18 hour. The product is ClC1=CC=C(C=C1)C(=O)C1=C(C(=C2C=C(C=CN12)OCC1=NC=CC=C1)C(C(C)(C)C)=O)C1=CC=CC=C1 (1-{3-[(4-chlorophenyl)carbonyl]-2-phenyl-7-(pyridin-2-ylmethoxy)indolizin-1-yl}-2,2-dimethylpropan-1-one). The yield is 12.9%. RXN SMILES: [Br-].[Cl:2][C:3]1[CH:8]=[CH:7][C:6]([C:9](=[O:25])[CH2:10][N+:11]2[CH:16]=[CH:15][C:14]([O:17][CH2:18][C:19]3[CH:24]=[CH:23][CH:22]=[CH:21][N:20]=3)=[CH:13][CH:12]=2)=[CH:5][CH:4]=1.[CH3:26][C:27]([CH3:39])([CH3:38])[C:28](=[O:37])[C:29]#[C:30][C:31]1[CH:36]=[CH:35][CH:34]=[CH:33][CH:32]=1.C(C1C(=O)C(Cl)=C(Cl)C(=O)C=1C#N)#N>CN(C=O)C>[Cl:2][C:3]1[CH:8]=[CH:7][C:6]([C:9]([C:10]2[N:11]3[C:12]([CH:13]=[C:14]([O:17][CH2:18][C:19]4[CH:24]=[CH:23][CH:22]=[CH:21][N:20]=4)[CH:15]=[CH:16]3)=[C:29]([C:28](=[O:37])[C:27]([CH3:39])([CH3:38])[CH3:26])[C:30]=2[C:31]2[CH:32]=[CH:33][CH:34]=[CH:35][CH:36]=2)=[O:25])=[CH:5][CH:4]=1 |f:0.1|. Procedure: To a suspension of 1-[2-(4-chlorophenyl)-2-oxoethyl]-4-(pyridin-2-ylmethoxy)pyridinium bromide (750 mg, 1.79 mmol) and 4,4-dimethyl-1-phenylpent-1-yn-3-one (333 mg, 1.79 mmol) in DMF (10.0 mL) is added TEA (0.37 mL, 2.68 mmol). The mixture is stirred at 70° C. for 18 h then treated with DDQ (406 mg, 1.79 mmol) and stirred for an additional 1 h. The mixture is then cooled to 23° C. and partitioned between water and EtOAc. The organics are collected, dried with MgSO4, filtered, and concentrated in... Procedure: Under argon, 0.8 g (2.36 mmol) of methyl 3-(bromomethyl)-1-(3-chloropyridin-2-yl)-1H-pyrazole-5-carboxylate, 1.18 g (2.60 mmol) of 5-(tributylstannyl)-2-(trifluoromethyl)pyridine, 0.11 g (0.47 mmol) of tri-2-furylphosphine and 0.07 g (0.07 mmol) of tri(dibenzylideneacetone)dipalladium were stirred in NMP at 100° C. for 2 h. The solvent was distilled off under reduced pressure, and the residue was taken up in 80 ml of ethyl acetate and stirred vigorously with 70 ml of saturated potassium fluoride... RXN SMILES: Br[CH2:2][C:3]1[CH:7]=[C:6]([C:8]([O:10][CH3:11])=[O:9])[N:5]([C:12]2[C:17]([Cl:18])=[CH:16][CH:15]=[CH:14][N:13]=2)[N:4]=1.C([Sn](CCCC)(CCCC)[C:24]1[CH:25]=[CH:26][C:27]([C:30]([F:33])([F:32])[F:31])=[N:28][CH:29]=1)CCC.O1C=CC=C1P(C1OC=CC=1)C1OC=CC=1>CN1C(=O)CCC1>[Cl:18][C:17]1[C:12]([N:5]2[C:6]([C:8]([O:10][CH3:11])=[O:9])=[CH:7][C:3]([CH2:2][C:24]3[CH:29]=[N:28][C:27]([C:30]([F:33])([F:32])[F:31])=[CH:26][CH:25]=3)=[N:4]2)=[N:13][CH:14]=[CH:15][CH:16]=1. Product: ClC=1C(=NC=CC1)N1N=C(C=C1C(=O)OC)CC=1C=NC(=CC1)C(F)(F)F (methyl 1-(3-chloropyridin-2-yl)-3-{[6-(trifluoromethyl)pyridin-3-yl]methyl}-1H-pyrazole-5-carboxylate). The solvent is CN1CCCC1=O (NMP). Run at time 60 minute. Reactants: BrCC1=NN(C(=C1)C(=O)OC)C1=NC=CC=C1Cl (methyl 3-(bromomethyl)-1-(3-chloropyridin-2-yl)-1H-pyrazole-5-carboxylate), C(CCC)[Sn](C=1C=CC(=NC1)C(F)(F)F)(CCCC)CCCC (5-(tributylstannyl)-2-(trifluoromethyl)pyridine), O1C(=CC=C1)P(C=1OC=CC1)C=1OC=CC1 (tri-2-furylphosphine), tri(dibenzylideneacetone)dipalladium. Reactants: BrC=1SC(=CN1)C(=O)NCC1=CN(C2=CC(=CC=C2C1=O)Cl)C1=CC=CC=C1 (2-bromo-N-((7-chloro-4-oxo-1-phenyl-1,4-dihydroquinolin-3-yl)methyl)-thiazole-5-carboxamide), N1CCS(CC1)(=O)=O (thiomorpholine-1,1-dioxide). The product is ClC1=CC=C2C(C(=CN(C2=C1)C1=CC=CC=C1)CNC(=O)C1=CN=C(S1)N1CCS(CC1)(=O)=O)=O (2-(1,1-Dioxo-thiomorpholin-4-yl)-thiazole-5-carboxylic acid (7-chloro-4-oxo-1-phenyl-1,4-dihydro-quinolin-3-ylmethyl)-amide). RXN SMILES: Br[C:2]1[S:3][C:4]([C:7]([NH:9][CH2:10][C:11]2[C:20](=[O:21])[C:19]3[C:14](=[CH:15][C:16]([Cl:22])=[CH:17][CH:18]=3)[N:13]([C:23]3[CH:28]=[CH:27][CH:26]=[CH:25][CH:24]=3)[CH:12]=2)=[O:8])=[CH:5][N:6]=1.[NH:29]1[CH2:34][CH2:33][S:32](=[O:36])(=[O:35])[CH2:31][CH2:30]1>>[Cl:22][C:16]1[CH:15]=[C:14]2[C:19]([C:20](=[O:21])[C:11]([CH2:10][NH:9][C:7]([C:4]3[S:3][C:2]([N:29]4[CH2:34][CH2:33][S:32](=[O:36])(=[O:35])[CH2:31][CH2:30]4)=[N:6][CH:5]=3)=[O:8])=[CH:12][N:13]2[C:23]2[CH:28]=[CH:27][CH:26]=[CH:25][CH:24]=2)=[CH:18][CH:17]=1. Procedure details: 2-(1,1-Dioxo-thiomorpholin-4-yl)-thiazole-5-carboxylic acid (7-chloro-4-oxo-1-phenyl-1,4-dihydro-quinolin-3-ylmethyl)-amide was prepared starting from intermediate F and thiomorpholine-1,1-dioxide. MS calcd. for C24H21ClN4O4S2 [(M+H)+] 529.1, obsd. 529. Starting materials: C(C1=CC=CC=C1)OC(=O)C1N(CCCC1C(CP(=O)(OCC)OCC)=O)C(=O)OCC1=CC=CC=C1 (N-carbobenzoxy-3[(diethoxyphosphinyl)acetyl]piperidine-2-carboxylic acid benzyl ester), Cl (hydrochloric acid), C(C)O (ethanol). Run in C(C)(C)O (isopropanol). Product: P(=O)(O)(O)CC(=O)C1C(NCCC1)C(=O)O (3-(Phosphonoacetyl)piperidine-2-carboxylic acid). Yield: 91.1%. RXN SMILES: C([O:8][C:9]([CH:11]1[CH:16]([C:17](=[O:27])[CH2:18][P:19]([O:24]CC)([O:21]CC)=[O:20])[CH2:15][CH2:14][CH2:13][N:12]1C(OCC1C=CC=CC=1)=O)=[O:10])C1C=CC=CC=1.Cl.C(O)C>C(O)(C)C>[P:19]([CH2:18][C:17]([CH:16]1[CH2:15][CH2:14][CH2:13][NH:12][CH:11]1[C:9]([OH:10])=[O:8])=[O:27])([OH:21])([OH:24])=[O:20]. Procedure: Mix N-carbobenzoxy-3[(diethoxyphosphinyl)acetyl]piperidine-2-carboxylic acid benzyl ester (3.6 g) and 6N hydrochloric acid (400 mL) and reflux for 24 hours. Condense with a stream of nitrogen and dissolve the residue in a mixture of absolute ethanol (75 mL) and isopropanol (75 mL). Filter and add propylene oxide until a white precipitate develops. Filter the precipitate, wash with isopropanol and dry to give the title compound as a white powder (1.55 g, 91%). Starting materials: CC(=O)O, COc1cc(N)cc(OC)c1, Cl, [I-], [K+], O=N[O-], [Na+], O. The product is COc1cc(I)cc(OC)c1. RXN SMILES: [CH3:12][C:13](=[O:14])[OH:15].[CH3:1][O:2][c:3]1[cH:4][c:5]([NH2:6])[cH:7][c:8]([O:10][CH3:11])[cH:9]1.[ClH:22].[I-:21].[K+:20].[N:16]([O-:17])=[O:18].[Na+:19].[OH2:23]>>[CH3:1][O:2][c:3]1[cH:4][c:5]([I:21])[cH:7][c:8]([O:10][CH3:11])[cH:9]1. The reagents and catalysts are [Pd] (palladium on carbon). Isolated yield 98.9%. Reaction SMILES: [CH3:1][C:2]1[CH:25]=[C:24]([N+:26]([O-])=O)[CH:23]=[C:22]([CH3:29])[C:3]=1[O:4][C:5]1[CH:10]=[CH:9][C:8]([OH:11])=[C:7]([S:12]([C:15]2[CH:20]=[CH:19][C:18]([F:21])=[CH:17][CH:16]=2)(=[O:14])=[O:13])[CH:6]=1.C(OCC)(=O)C>C(O)C.[Pd]>[NH2:26][C:24]1[CH:23]=[C:22]([CH3:29])[C:3]([O:4][C:5]2[CH:10]=[CH:9][C:8]([OH:11])=[C:7]([S:12]([C:15]3[CH:16]=[CH:17][C:18]([F:21])=[CH:19][CH:20]=3)(=[O:14])=[O:13])[CH:6]=2)=[C:2]([CH3:1])[CH:25]=1. The reactants are CC1=C(OC2=CC(=C(C=C2)O)S(=O)(=O)C2=CC=C(C=C2)F)C(=CC(=C1)[N+](=O)[O-])C (4-(2,6-dimethyl-4-nitro-phenoxy)-2-(4-fluoro-benzenesulfonyl)-phenol), C(C)(=O)OCC (ethyl acetate). Run at time 4 hour. The solvent is C(C)O (ethanol). Yields the product NC1=CC(=C(OC2=CC(=C(C=C2)O)S(=O)(=O)C2=CC=C(C=C2)F)C(=C1)C)C (4-(4-Amino-2,6-dimethyl-phenoxy)-2-(4-fluoro-benzenesulfonyl)-phenol). Reported procedure: To a solution of 4-(2,6-dimethyl-4-nitro-phenoxy)-2-(4-fluoro-benzenesulfonyl)-phenol (11.4 grams, 27.4 mmol) in a mixture of ethanol (200 mL and ethyl acetate (200 mL) was added catalyst (10% palladium on carbon, 2.3 grams). The mixture was hydrogenated under 45 psi at room temperature for 4 hours. The mixture was filtered through Celite and concentrated to give the title compound of Step D (10.5 grams) as a tan solid. The product was used in the next step without further purification. 1H NMR (...